Dataset: the Open Reaction Database (ORD), a public repository of structured organic reaction records. Task: describe an organic reaction: reactants, conditions, products, and yield Starting materials: BrC(C(=O)OCC)C(C1C(CCCC1)Cl)Br (ethyl α,β-dibromo-β-(3-chloro-4-cyclohexyl)propionate), [OH-].[K+] (potassium hydroxide). Yields the product ClC1CCCCC1C#CC(=O)O (3-chloro-4-cyclohexylpropiolic acid). As a reaction SMILES: Br[CH:2]([CH:8](Br)[CH:9]1[CH2:14][CH2:13][CH2:12][CH2:11][CH:10]1[Cl:15])[C:3]([O:5]CC)=[O:4].[OH-].[K+]>>[Cl:15][CH:10]1[CH:9]([C:8]#[C:2][C:3]([OH:5])=[O:4])[CH2:14][CH2:13][CH2:12][CH2:11]1 |f:1.2|. Procedure details: Powdered ethyl α,β-dibromo-β-(3-chloro-4-cyclohexyl)propionate (33.0 g.) is added portion-wise to 20% ethanolic potassium hydroxide (135 ml) at room temperature. The mixture is refluxed on a steam bath for 6 hours. The alcohol is evaporated and the residue is dissolved in water and covered with ether and is acidified with cold, dilute hydrochloric acid. The ether layer is washed with water, saline, and dried over sodium sulfate. The ether is removed to give a residue which is triturated with car...